From a dataset of the Open Reaction Database (ORD), a public repository of structured organic reaction records. describe an organic reaction: reactants, conditions, products, and yield Reactants: C(C1=CN=CC=C1)(=O)N (Nicotinamide), CCN(CC)C1=CC2=C(C=C1)N=C3C4=CC=CC=C4C(=O)C=C3O2 (Nile Red), ( HT115 ), CCN(CC)C1=CC2=C(C=C1)N=C3C4=CC=CC=C4C(=O)C=C3O2 (Nile Red), CS(=O)C (DMSO), C1(=CC(O)=CC(O)=C1)C=CC1=CC=C(O)C=C1 (Resveratrol), C1(=CC(O)=CC(O)=C1)C=CC1=CC=C(O)C=C1 (Resveratrol). Run in C(C)O (Ethanol). Product: C1(=CC(O)=CC(O)=C1)C=CC1=CC=C(O)C=C1.C(C1=CN=CC=C1)(=O)N (Resveratrol Nicotinamide). RXN SMILES: [C:1]1([CH:9]=[CH:10][C:11]2[CH:17]=[CH:16][C:14]([OH:15])=[CH:13][CH:12]=2)[CH:8]=[C:6]([OH:7])[CH:5]=[C:3]([OH:4])[CH:2]=1.CS(C)=O.CCN(C1C=CC2N=C3C(OC=2C=1)=CC(=O)C1C3=CC=CC=1)CC.[C:46]([NH2:54])(=[O:53])[C:47]1[CH:52]=[CH:51][CH:50]=[N:49][CH:48]=1>C(O)C>[C:1]1([CH:9]=[CH:10][C:11]2[CH:17]=[CH:16][C:14]([OH:15])=[CH:13][CH:12]=2)[CH:8]=[C:6]([OH:7])[CH:5]=[C:3]([OH:4])[CH:2]=1.[C:46]([NH2:54])(=[O:53])[C:47]1[CH:52]=[CH:51][CH:50]=[N:49][CH:48]=1 |f:5.6|. Reported procedure: Resveratrol (Indofine #024964) was dissolved in Ethanol or DMSO to a 10 mM stock solution. Resveratrol was added to 60 mm NGM agar dishes containing either OP50 or RNAi expressing bacteria (HT115) to a final concentration of 10 μm, 50 μm, and 100 μM. Nile Red was also added to plates to a final concentration of 0.05 μg/ml. Nicotinamide (Supelco #47865-U) was diluted in PBS including Nile Red and added to 60 mM dishes containing OP50 to a final concentration of 1 mM, 10 mM, or 100 mM. Reactants: ClCCl, NC1CC1, ClP(Cl)(Cl)(Cl)Cl, Cc1nc(C(=O)O)c2n1-c1ccc(Cl)cc1C(c1ccccc1F)=NC2. Yields the product Cc1nc(C(=O)NC2CC2)c2n1-c1ccc(Cl)cc1C(c1ccccc1F)=NC2. Reaction SMILES: [CH2:37]([Cl:38])[Cl:39].[CH:33]1([NH2:36])[CH2:34][CH2:35]1.[Cl:1][P:2]([Cl:3])([Cl:4])([Cl:5])[Cl:6].[Cl:7][c:8]1[cH:9][cH:10][c:11]2[c:12]([cH:32]1)[C:13]([c:25]1[c:26]([F:31])[cH:27][cH:28][cH:29][cH:30]1)=[N:14][CH2:15][c:16]1[n:17]-2[c:18]([CH3:24])[n:19][c:20]1[C:21](=[O:22])[OH:23]>>[Cl:7][c:8]1[cH:9][cH:10][c:11]2[c:12]([cH:32]1)[C:13]([c:25]1[c:26]([F:31])[cH:27][cH:28][cH:29][cH:30]1)=[N:14][CH2:15][c:16]1[n:17]-2[c:18]([CH3:24])[n:19][c:20]1[C:21](=[O:22])[NH:36][CH:33]1[CH2:34][CH2:35]1. Reactants: CO, CSCCC(NC(=O)c1ccc(C(=O)N2CCCC2CNC(=O)OC(C)(C)C)c(Cl)c1)c1nc2cc(Cl)ccc2[nH]1, ClCCl, Cl, N, O=C(O)C(F)(F)F. Product: CSCCC(NC(=O)c1ccc(C(=O)N2CCCC2CN)c(Cl)c1)c1nc2cc(Cl)ccc2[nH]1. Reaction SMILES: [CH3:50][OH:51].[Cl:1][c:2]1[cH:3][c:4]2[c:5]([nH:6][c:7]([CH:9]([CH2:10][CH2:11][S:12][CH3:13])[NH:14][C:15]([c:16]3[cH:17][c:18]([Cl:38])[c:19]([C:22](=[O:23])[N:24]4[CH:25]([CH2:29][NH:30][C:31]([O:32][C:33]([CH3:34])([CH3:35])[CH3:36])=[O:37])[CH2:26][CH2:27][CH2:28]4)[cH:20][cH:21]3)=[O:39])[n:8]2)[cH:40][cH:41]1.[Cl:52][CH2:53][Cl:54].[Cl:55].[NH3:49].[OH:42][C:43]([C:44]([F:45])([F:46])[F:47])=[O:48]>>[Cl:1][c:2]1[cH:3][c:4]2[c:5]([nH:6][c:7]([CH:9]([CH2:10][CH2:11][S:12][CH3:13])[NH:14][C:15]([c:16]3[cH:17][c:18]([Cl:38])[c:19]([C:22](=[O:23])[N:24]4[CH:25]([CH2:29][NH2:30])[CH2:26][CH2:27][CH2:28]4)[cH:20][cH:21]3)=[O:39])[n:8]2)[cH:40][cH:41]1. Starting materials: BrCc1ccccc1Br, CN(C)C=O, OC1CCNCC1. The product is OC1CCN(Cc2ccccc2Br)CC1. RXN SMILES: [Br:8][c:9]1[c:10]([CH2:11][Br:12])[cH:13][cH:14][cH:15][cH:16]1.[CH3:17][N:18]([CH3:19])[CH:20]=[O:21].[OH:1][CH:2]1[CH2:3][CH2:4][NH:5][CH2:6][CH2:7]1>>[OH:1][CH:2]1[CH2:3][CH2:4][N:5]([CH2:11][c:10]2[c:9]([Br:8])[cH:16][cH:15][cH:14][cH:13]2)[CH2:6][CH2:7]1. Reactants: O.O.[Cl-].[Ca+2].[Cl-] (Calcium chloride dihydrate), CC(C)(C)C=1C=C(C=C(C1O)C(C)(C)C)C1=NNC(S1)=S (5-[3,5-bis(1,1-dimethylethyl)-4-hydroxy-phenyl]-1,3,4-thiadiazole-2(3H)-thione), C(C)O (ethanol). The solvent is O1CCCC1 (tetrahydrofuran). Reaction conditions: time 8 hour. Yields the product [Ca].CC(C)(C)C=1C=C(C=C(C1O)C(C)(C)C)C1=NNC(S1)=S (5-[3,5-bis(1,1-dimethylethyl) -4-hydroxyphenyl]-1,3,4-thiadiazole-2(3H)thione calcium). Yield: 127.1%. Reaction SMILES: O.O.[Cl-].[Ca+2:4].[Cl-].[CH3:6][C:7]([C:10]1[CH:11]=[C:12]([C:21]2[S:25][C:24](=[S:26])[NH:23][N:22]=2)[CH:13]=[C:14]([C:17]([CH3:20])([CH3:19])[CH3:18])[C:15]=1[OH:16])([CH3:9])[CH3:8].C(O)C>O1CCCC1>[Ca:4].[CH3:9][C:7]([C:10]1[CH:11]=[C:12]([C:21]2[S:25][C:24](=[S:26])[NH:23][N:22]=2)[CH:13]=[C:14]([C:17]([CH3:18])([CH3:19])[CH3:20])[C:15]=1[OH:16])([CH3:6])[CH3:8] |f:0.1.2.3.4,8.9|. Procedure details: Calcium chloride dihydrate (1.496, 0.0102 mole) is added in one portion to a solution of 5-[3,5-bis(1,1-dimethylethyl)-4-hydroxy-phenyl]-1,3,4-thiadiazole-2(3H)-thione (8.11 g, 0.0204 mole) in tetrahydrofuran (80 m). The resulting mixture is stirred 2 hours at room temperature before absolute ethanol (80 ml) is added. The mixture is stirred overnight at room temperature. The solution is concentrated in vacuo and the residue dissolved in tetrahydrofuran and the product is precipitated by the addi... Reactants: ClCC(=O)OC1=CC=2C3=C(N(C2C=C1)C)C(CC3)=O (7-Chloroacetyloxy-1,4-dihydro-4-methylcyclopent[b]indol-3(2H)-one), CC(=O)[O-].[Na+] (NaOAc), Cl.NO (hydroxylamine hydrochloride). Solvent: CCO (EtOH), O (water), O (water). The product is ON=C1CCC2=C1N(C=1C=CC(=CC21)O)C (3-hydroxyimino-4-methyl-1,2,3,4-tetrahydrocyclopent[b]indol-7-ol). As a reaction SMILES: ClCC([O:5][C:6]1[CH:14]=[CH:13][C:12]2[N:11]([CH3:15])[C:10]3[C:16](=O)[CH2:17][CH2:18][C:9]=3[C:8]=2[CH:7]=1)=O.CC([O-])=O.[Na+].Cl.[NH2:26][OH:27]>CCO.O>[OH:27][N:26]=[C:16]1[C:10]2[N:11]([CH3:15])[C:12]3[CH:13]=[CH:14][C:6]([OH:5])=[CH:7][C:8]=3[C:9]=2[CH2:18][CH2:17]1 |f:1.2,3.4|. Reported procedure: 7-Chloroacetyloxy-1,4-dihydro-4-methylcyclopent[b]indol-3(2H)-one (8.0 g) was suspended in EtOH (200 ml) and a solution of NaOAc (15.6 g) in water (25 ml) and a solution of hydroxylamine hydrochloride (8.0 g) in water (25 ml) were added and the mixture was refluxed for 3 hours. The mixture was concentrated in vacuo and the residue was recrystallized from 95% EtOH to provide 3-hydroxyimino-4-methyl-1,2,3,4-tetrahydrocyclopent[b]indol-7-ol as an off-white solid. The oxime was dissolved in tetrahyd...